This data is from the Open Reaction Database (ORD), a public repository of structured organic reaction records. The task is: describe an organic reaction: reactants, conditions, products, and yield Product: BrC1=NC2=C(N1)C=CC=C2 (2-Bromo-1H-benzimidazole). Reaction SMILES: [BrH:1].S[C:3]1[NH:4][C:5]2[CH:11]=[CH:10][CH:9]=[CH:8][C:6]=2[N:7]=1.BrBr>CO>[Br:1][C:3]1[NH:4][C:5]2[CH:11]=[CH:10][CH:9]=[CH:8][C:6]=2[N:7]=1. The solvent is CO (methanol). Reactants: SC=1NC2=C(N1)C=CC=C2 (2-mercaptobenzimidazole), Br (hydrobromic acid), BrBr (bromine). Procedure: To a flask were added 24 ml 48% hydrobromic acid and 120 ml methanol. The mixture was cooled to 5 C and 10 g 2-mercaptobenzimidazole was added. Maintaining a temperature of less than 10 C, 41.5 g of bromine were added in small portions. The mixture was allowed to warm to 22 C, and stirred for 16 hours under nitrogen. After cooling to 5 C, the solid was filtered and then added to 50 ml methanol containing 20 ml aqueous ammonium hydroxide. The pH was adjusted to 6.5 with acetic acid, and the mixtu... Run at time 16 hour. The reactants are resultant solution, ClC1=NC(=CC(=C1)C#N)OCC1=CSC=C1 (2-Chloro-4-cyano-6-(3-thienylmethyloxy)pyridine), FC(C=1C=C(C=CC1)O)(F)F (meta-trifluoromethylphenol), C([O-])([O-])=O.[K+].[K+] (potassium carbonate). Run in CN1C(CCC1)=O (N-methyl-2-pyrrolidinone). Product: C(#N)C1=CC(=NC(=C1)OC1=CC(=CC=C1)C(F)(F)F)OCC1=CSC=C1 (4-cyano-2-(3-thienylmethyloxy)-6-(meta-trifluoromethylphenoxy)pyridine). Reaction SMILES: Cl[C:2]1[CH:7]=[C:6]([C:8]#[N:9])[CH:5]=[C:4]([O:10][CH2:11][C:12]2[CH:16]=[CH:15][S:14][CH:13]=2)[N:3]=1.[F:17][C:18]([F:27])([F:26])[C:19]1[CH:20]=[C:21]([OH:25])[CH:22]=[CH:23][CH:24]=1.C(=O)([O-])[O-].[K+].[K+]>CN1CCCC1=O>[C:8]([C:6]1[CH:7]=[C:2]([O:25][C:21]2[CH:22]=[CH:23][CH:24]=[C:19]([C:18]([F:17])([F:26])[F:27])[CH:20]=2)[N:3]=[C:4]([O:10][CH2:11][C:12]2[CH:16]=[CH:15][S:14][CH:13]=2)[CH:5]=1)#[N:9] |f:2.3.4|. Procedure: 2-Chloro-4-cyano-6-(3-thienylmethyloxy)pyridine (0.79 g, 0.00315 mol) and meta-trifluoromethylphenol (0.57 g, 0.00315×1.1 mol) were dissolved in 20 ml of N-methyl-2-pyrrolidinone, and anhydrous potassium carbonate (0.48 g, 0.00315×1.1 mol) was added thereto, and the resultant solution was stirred for about 4 hours at about 100° C. Starting materials: B1(OC(C(O1)(C)C)(C)C)B2OC(C(O2)(C)C)(C)C (bis(pinacolato)diboron), BrC1=CC(=C(C(=O)OC)C=C1)C (methyl 4-bromo-2-methylbenzoate), CC(=O)[O-].[K+] (KOAc), BrC1=CC(=C(C=C1)NC=1SC2=C(N1)C=CC(=C2)F)F (N-(4-bromo-2-fluorophenyl)-6-fluoro-1,3-benzothiazol-2-amine), C(=O)(O)[O-].[Na+] (NaHCO3), ice water. The reagents and catalysts are C(C)(=O)[O-].[Pd+2].C(C)(=O)[O-] (palladium(II) acetate), C=1C=CC(=CC1)[P](C=2C=CC=CC2)(C=3C=CC=CC3)[Pd]([P](C=4C=CC=CC4)(C=5C=CC=CC5)C=6C=CC=CC6)([P](C=7C=CC=CC7)(C=8C=CC=CC8)C=9C=CC=CC9)[P](C=1C=CC=CC1)(C=1C=CC=CC1)C=1C=CC=CC1 (tetrakis(triphenylphosphine)palladium(0)). Run in CN(C)C=O (DMF). Reaction conditions: temperature 80 celsius. Yields the product FC=1C=C(C=CC1NC=1SC2=C(N1)C=CC(=C2)F)C2=CC(=C(C=C2)C(=O)OC)C (methyl 3′-fluoro-4′-[(6-fluoro-1,3-benzothiazol-2-yl)amino]-3-methylbiphenyl-4-carboxylate). RXN SMILES: B1(B2OC(C)(C)C(C)(C)O2)OC(C)(C)C(C)(C)O1.Br[C:20]1[CH:29]=[CH:28][C:23]([C:24]([O:26][CH3:27])=[O:25])=[C:22]([CH3:30])[CH:21]=1.CC([O-])=O.[K+].Br[C:37]1[CH:42]=[CH:41][C:40]([NH:43][C:44]2[S:45][C:46]3[CH:52]=[C:51]([F:53])[CH:50]=[CH:49][C:47]=3[N:48]=2)=[C:39]([F:54])[CH:38]=1.C([O-])(O)=O.[Na+]>CN(C=O)C.C([O-])(=O)C.[Pd+2].C([O-])(=O)C.C1C=CC([P]([Pd]([P](C2C=CC=CC=2)(C2C=CC=CC=2)C2C=CC=CC=2)([P](C2C=CC=CC=2)(C2C=CC=CC=2)C2C=CC=CC=2)[P](C2C=CC=CC=2)(C2C=CC=CC=2)C2C=CC=CC=2)(C2C=CC=CC=2)C2C=CC=CC=2)=CC=1>[F:54][C:39]1[CH:38]=[C:37]([C:20]2[CH:29]=[CH:28][C:23]([C:24]([O:26][CH3:27])=[O:25])=[C:22]([CH3:30])[CH:21]=2)[CH:42]=[CH:41][C:40]=1[NH:43][C:44]1[S:45][C:46]2[CH:52]=[C:51]([F:53])[CH:50]=[CH:49][C:47]=2[N:48]=1 |f:2.3,5.6,8.9.10,^1:77,79,98,117|. Procedure: As shown in Reaction Scheme 6, a mixture of bis(pinacolato)diboron (0.55 g, 2.2 mmol), methyl 4-bromo-2-methylbenzoate (0.50 g, 2.2 mmol), palladium(II) acetate (0.01 g, 0.07 mmol), and KOAc (0.64 g, 6.6 mmol) in DMF (7.5 mL) was degassed with argon for 30 min at rt. The mixture was then heated at 80° C. for 4 h. After cooling the mixture to rt, N-(4-bromo-2-fluorophenyl)-6-fluoro-1,3-benzothiazol-2-amine (0.74 g, 2.2 mmol), tetrakis(triphenylphosphine)palladium(0) (0.08 g, 0.07 mmol), and satur... Reactants: CCC(C=Cc1cccc(OCc2c(C)cccc2C)c1)C(=O)O, CCO, [Na+], [OH-]. Product: Cc1cccc(C)c1COc1cccc(C=CCC(=O)O)c1. As a reaction SMILES: [CH2:1]([CH3:2])[CH:3]([C:4](=[O:5])[OH:6])[CH:7]=[CH:8][c:9]1[cH:10][c:11]([O:15][CH2:16][c:17]2[c:18]([CH3:24])[cH:19][cH:20][cH:21][c:22]2[CH3:23])[cH:12][cH:13][cH:14]1.[CH3:27][CH2:28][OH:29].[Na+:26].[OH-:25]>>[CH2:3]([C:4](=[O:5])[OH:6])[CH:7]=[CH:8][c:9]1[cH:10][c:11]([O:15][CH2:16][c:17]2[c:18]([CH3:24])[cH:19][cH:20][cH:21][c:22]2[CH3:23])[cH:12][cH:13][cH:14]1. The reactants are O=C1SC(C(N1)=O)=CC1=CC=C(S1)C=1C=C(CCNC(OC(C)(C)C)=O)C=CC1 (tert-butyl {3-[5-(2,4-dioxothiazolidin-5-ylidenemethyl)thiophen-2-yl]benzyl}methylcarbamate). Solvent: O1CCOCC1 (dioxane), C(C)(=O)O (acetic acid). Reaction conditions: time 3 day. The product is O=C1SC(C(N1)=O)CC1=CC=C(S1)C=1C=C(CCNC(OC(C)(C)C)=O)C=CC1 (tert-butyl {3-[5-(2,4-dioxothiazolidin-5-ylmethyl)thiophen-2-yl]benzyl}methylcarbamate). Isolated yield 18.5%. Reaction SMILES: [O:1]=[C:2]1[NH:6][C:5](=[O:7])[C:4](=[CH:8][C:9]2[S:13][C:12]([C:14]3[CH:15]=[C:16]([CH:27]=[CH:28][CH:29]=3)[CH2:17][CH2:18][NH:19][C:20](=[O:26])[O:21][C:22]([CH3:25])([CH3:24])[CH3:23])=[CH:11][CH:10]=2)[S:3]1>O1CCOCC1.C(O)(=O)C>[O:1]=[C:2]1[NH:6][C:5](=[O:7])[CH:4]([CH2:8][C:9]2[S:13][C:12]([C:14]3[CH:15]=[C:16]([CH:27]=[CH:28][CH:29]=3)[CH2:17][CH2:18][NH:19][C:20](=[O:26])[O:21][C:22]([CH3:25])([CH3:23])[CH3:24])=[CH:11][CH:10]=2)[S:3]1. Reported procedure: 1 g (2.5 mmol) of tert-butyl {3-[5-(2,4-dioxothiazolidin-5-ylidenemethyl)thiophen-2-yl]benzyl}methylcarbamate is placed in 20 ml of dioxane and 0.2 ml of acetic acid. The reaction medium is degassed and placed under 3 atm of hydrogen for 3 days. After filtration through Celite, 0.2 g (20%) of tert-butyl {3-[5-(2,4-dioxothiazolidin-5-ylmethyl)thiophen-2-yl]benzyl}methylcarbamate is obtained. The reactants are Cl (HCl), ClC=1C=C(C=CC1)C(CNC(CC1=CC2=C(OC(O2)(C(=O)O)C(=O)O)C=C1)C)O (5-{2-[2-(3-chloro-phenyl)-2-hydroxy-ethylamino]-propyl}-benzo[1,3]dioxole-2,2-dicarboxylic acid), O1C(CCCC1)CO (tetrahydropyran-2-ylmethanol), [K+].[Br-] (KBr). Product: O1C(CCCC1)COC(=O)C1(OC2=C(O1)C=CC(=C2)C[C@@H](C)NC[C@H](O)C2=CC(=CC=C2)Cl)C(=O)OCC2OCCCC2 (5-{(2R)-2-[(2R)-2-(3-Chloro-phenyl)-2-hydroxy-ethylamino]-propyl}-benzo[1,3]dioxole-2,2-dicarboxylic aicd bis-(tetrahydro-pyran-2-ylmethyl) ester). As a reaction SMILES: [Cl:1][C:2]1[CH:3]=[C:4]([CH:8]([OH:29])[CH2:9][NH:10][CH:11]([CH3:28])[CH2:12][C:13]2[CH:27]=[CH:26][C:16]3[O:17][C:18]([C:23]([OH:25])=[O:24])([C:20]([OH:22])=[O:21])[O:19][C:15]=3[CH:14]=2)[CH:5]=[CH:6][CH:7]=1.[O:30]1[CH2:35][CH2:34][CH2:33][CH2:32][CH:31]1[CH2:36]O.[K+].[Br-].Cl>>[O:30]1[CH2:35][CH2:34][CH2:33][CH2:32][CH:31]1[CH2:36][O:24][C:23]([C:18]1([C:20]([O:22][CH2:36][CH:31]2[CH2:32][CH2:33][CH2:34][CH2:35][O:30]2)=[O:21])[O:17][C:16]2[CH:26]=[CH:27][C:13]([CH2:12][C@H:11]([NH:10][CH2:9][C@@H:8]([C:4]3[CH:5]=[CH:6][CH:7]=[C:2]([Cl:1])[CH:3]=3)[OH:29])[CH3:28])=[CH:14][C:15]=2[O:19]1)=[O:25] |f:2.3|. Procedure: The title compound was prepared from 5-{2-[2-(3-chloro-phenyl)-2-hydroxy-ethylamino]-propyl}-benzo[1,3]dioxole-2,2-dicarboxylic acid and tetrahydropyran-2-ylmethanol according to the procedure of Example 1 as an off-white solid; 1H NMR (DMSO-d6,400 MHz) δ 1.10 (d, J=6.37 Hz, 3H, CH3), 1.1-1.2 (m, 2H, CH2), 1.3-1.6 (m, 8H, CH2), 1.7-1.8 (m, 2H, CH2), 2.6 (m, 1H, CH), 3-3.5 (m, 9H, CH, CH2), 3.8 (m, 2H, CH), 4.19-4.2 (s, s, 4H, OCH2, OCH2), 5.04 (m, 1H, CH), 6.35 (d, J=4.17 Hz, 1H, OH), 6.85 (d, J...